This data is from the Open Reaction Database (ORD), a public repository of structured organic reaction records. The task is: describe an organic reaction: reactants, conditions, products, and yield The reactants are N1(CCNCC1)C=1N=CC2=C(N1)NC=C(C2=O)C(=O)O (5,8-dihydro-2-(1-piperazinyl)- 5-oxopyrido[2,3-d]pyrimidine-6-carboxylic acid), aqueous solution, C([O-])([O-])=O.[Na+].[Na+] (sodium carbonate), three, S(=O)(=O)(OCC)OCC (diethyl sulfate). The solvent is C(C)(=O)O (acetic acid). Product: N1(CCNCC1)C=1N=CC2=C(N1)N(C=C(C2=O)C(=O)O)CC (2-(1-piperazinyl)-5,8-dihydro-8-ethyl-5-oxopyrido[2,3-d]pyrimidine-6-carboxylic acid). As a reaction SMILES: [N:1]1([C:7]2[N:8]=[CH:9][C:10]3[C:16](=[O:17])[C:15]([C:18]([OH:20])=[O:19])=[CH:14][NH:13][C:11]=3[N:12]=2)[CH2:6][CH2:5][NH:4][CH2:3][CH2:2]1.C(=O)([O-])[O-].[Na+].[Na+].S(OCC)(O[CH2:31][CH3:32])(=O)=O>C(O)(=O)C>[N:1]1([C:7]2[N:8]=[CH:9][C:10]3[C:16](=[O:17])[C:15]([C:18]([OH:20])=[O:19])=[CH:14][N:13]([CH2:31][CH3:32])[C:11]=3[N:12]=2)[CH2:2][CH2:3][NH:4][CH2:5][CH2:6]1 |f:1.2.3|. Procedure details: To a solution of 1.5 g of 5,8-dihydro-2-(1-piperazinyl)- 5-oxopyrido[2,3-d]pyrimidine-6-carboxylic acid in 60 ml of a 10% aqueous solution of sodium carbonate was added three 10 ml portions of diethyl sulfate. After completion of the reaction, the resulting mixture was neutralized with acetic acid. The precipitate was collected and recrystallized from dimethylformamide to give 0.8 g of 2-(1-piperazinyl)-5,8-dihydro-8-ethyl-5-oxopyrido[2,3-d]pyrimidine-6-carboxylic acid (compound 1) m.p. 253° - 2... Starting materials: COc1ccc2nc(C)c(=O)n(CCN3CCC(NC(=O)OC(C)(C)C)CC3)c2c1, ClCCl, NC1CCN(CCn2c(=O)cnc3ccc(F)cc32)CC1, O=C(O)C(F)(F)F. Yields the product COc1ccc2nc(C)c(=O)n(CCN3CCC(N)CC3)c2c1. RXN SMILES: [CH3:1][O:2][c:3]1[cH:4][cH:5][c:6]2[n:7][c:8]([CH3:30])[c:9](=[O:29])[n:10]([CH2:13][CH2:14][N:15]3[CH2:16][CH2:17][CH:18]([NH:21][C:22](=[O:23])[O:24][C:25]([CH3:26])([CH3:27])[CH3:28])[CH2:19][CH2:20]3)[c:11]2[cH:12]1.[Cl:59][CH2:60][Cl:61].[NH2:38][CH:39]1[CH2:40][CH2:41][N:42]([CH2:43][CH2:44][n:45]2[c:46]3[c:47]([cH:48][cH:49][c:50]([F:51])[cH:52]3)[n:53][cH:54][c:55]2=[O:56])[CH2:57][CH2:58]1.[OH:31][C:32]([C:33]([F:34])([F:35])[F:36])=[O:37]>>[CH3:1][O:2][c:3]1[cH:4][cH:5][c:6]2[n:7][c:8]([CH3:30])[c:9](=[O:29])[n:10]([CH2:13][CH2:14][N:15]3[CH2:16][CH2:17][CH:18]([NH2:21])[CH2:19][CH2:20]3)[c:11]2[cH:12]1. As a reaction SMILES: C1(C)C=CC(S(O)(=O)=O)=CC=1.[CH2:12]([O:19][C:20](=[O:27])[C@H:21]([CH2:23][CH:24]([CH3:26])[CH3:25])[NH2:22])[C:13]1[CH:18]=[CH:17][CH:16]=[CH:15][CH:14]=1.Br[CH:29]([CH3:34])[C:30]([O:32][CH3:33])=[O:31].CN1CCOCC1>C(#N)C>[CH2:12]([O:19][C:20](=[O:27])[C@H:21]([CH2:23][CH:24]([CH3:25])[CH3:26])[NH:22][C@@H:29]([C:30]([O:32][CH3:33])=[O:31])[CH3:34])[C:13]1[CH:18]=[CH:17][CH:16]=[CH:15][CH:14]=1 |f:0.1|. Run in C(C)#N (acetonitrile). Reported procedure: Leucine benzyl ester para-toluene sulphonic acid salt (113 g) in dry acetonitrile (800 ml) was treated with methyl 2-bromopropionate (62.7 ml) and N-methyl morpholine (100 ml) under reflux for 16 h. The reaction mixture was concentrated in vacuo and the residue in ethyl acetate washed with brine, dried (Na2SO4) and evaporated. Chromatography of the resulting oil on silica in 1:4 ethyl acetate-hexane gave N-[1-(R)-methoxycarbonylethyl]-L-leucine benzyl ester (45 g) as the faster running fraction.... Product: C(C1=CC=CC=C1)OC([C@@H](N[C@H](C)C(=O)OC)CC(C)C)=O (N-[1-(R)-methoxycarbonylethyl]-L-leucine benzyl ester). Starting materials: C1(=CC=C(C=C1)S(=O)(=O)O)C.C(C1=CC=CC=C1)OC([C@@H](N)CC(C)C)=O (Leucine benzyl ester para-toluene sulphonic acid salt), BrC(C(=O)OC)C (methyl 2-bromopropionate), CN1CCOCC1 (N-methyl morpholine). Product: COc1ccc(-c2ccn3c(=O)n(CC(C)C)nc3c2-c2ccc(C)cc2)cn1. As a reaction SMILES: [Br:1][c:2]1[c:3](-[c:16]2[cH:17][cH:18][c:19]([CH3:22])[cH:20][cH:21]2)[c:4]2[n:5]([cH:6][cH:7]1)[c:8](=[O:15])[n:9]([CH2:11][CH:12]([CH3:13])[CH3:14])[n:10]2.[CH3:23][O:24][c:25]1[n:26][cH:27][c:28]([B:31]2[O:32][C:33]([CH3:34])([CH3:35])[C:36]([CH3:37])([CH3:38])[O:39]2)[cH:29][cH:30]1.[K+:40].[K+:41].[O-:42][C:43]([O-:44])=[O:45].[O:46]1[CH2:47][CH2:48][O:49][CH2:50][CH2:51]1.[OH2:52].[cH:53]1[cH:54][cH:55][c:56]([P:57]([Pd:58]([P:59]([c:60]2[cH:61][cH:62][cH:63][cH:64][cH:65]2)([c:66]2[cH:67][cH:68][cH:69][cH:70][cH:71]2)[c:72]2[cH:73][cH:74][cH:75][cH:76][cH:77]2)([P:78]([c:79]2[cH:80][cH:81][cH:82][cH:83][cH:84]2)([c:85]2[cH:86][cH:87][cH:88][cH:89][cH:90]2)[c:91]2[cH:92][cH:93][cH:94][cH:95][cH:96]2)[P:97]([c:98]2[cH:99][cH:100][cH:101][cH:102][cH:103]2)([c:104]2[cH:105][cH:106][cH:107][cH:108][cH:109]2)[c:110]2[cH:111][cH:112][cH:113][cH:114][cH:115]2)([c:116]2[cH:117][cH:118][cH:119][cH:120][cH:121]2)[c:122]2[cH:123][cH:124][cH:125][cH:126][cH:127]2)[cH:128][cH:129]1>>[c:2]1(-[c:28]2[cH:27][n:26][c:25]([O:24][CH3:23])[cH:30][cH:29]2)[c:3](-[c:16]2[cH:17][cH:18][c:19]([CH3:22])[cH:20][cH:21]2)[c:4]2[n:5]([cH:6][cH:7]1)[c:8](=[O:15])[n:9]([CH2:11][CH:12]([CH3:13])[CH3:14])[n:10]2. The reactants are Cc1ccc(-c2c(Br)ccn3c(=O)n(CC(C)C)nc23)cc1, COc1ccc(B2OC(C)(C)C(C)(C)O2)cn1, [K+], [K+], O=C([O-])[O-], C1COCCO1, O, c1ccc(P(c2ccccc2)(c2ccccc2)[Pd](P(c2ccccc2)(c2ccccc2)c2ccccc2)(P(c2ccccc2)(c2ccccc2)c2ccccc2)P(c2ccccc2)(c2ccccc2)c2ccccc2)cc1. The reactants are ClCl (chlorine), C1(C=2C(C(N1)=O)=CC=CC2)=O.[Na] (sodium phthalimide). Solvent: C(Cl)Cl (methylene chloride). Run at temperature 20 celsius, time 1.5 hour. Yields the product ClN1C(C=2C(C1=O)=CC=CC2)=O (N-chlorophthalimide). Yield: 90.0%. As a reaction SMILES: [Cl:1]Cl.[C:3]1(=[O:13])[NH:7][C:6](=[O:8])[C:5]2=[CH:9][CH:10]=[CH:11][CH:12]=[C:4]12.[Na]>C(Cl)Cl>[Cl:1][N:7]1[C:3](=[O:13])[C:4]2=[CH:12][CH:11]=[CH:10][CH:9]=[C:5]2[C:6]1=[O:8] |f:1.2,^1:13|. Procedure: To 170 ml. of methylene chloride saturated with chlorine and maintained at 0° C. were added 8.3 grams (49 mmoles) of sodium phthalimide. The resulting mixture was warmed to 20° C. and was stirred for 1.5 hours. The resulting precipitated sodium chloride was removed by filtration, and the filtrate was evaporated to dryness to afford 8.0 grams (90% yield) of N-chlorophthalimide. Reactants: CC1=NCN(C(=C1)C)S (4,6-dimethyl-1-mercaptopyrimidine), [OH-].[Na+] (NaOH), S(=O)(=O)(OC)OC (dimethyl sulfate). Run in O (water). Conditions: time 1 hour. Yields the product CC1=NCN(C(=C1)C)SC (4,6-Dimethyl-1-methylthiopyrimidine). Isolated yield 95.1%. RXN SMILES: [CH3:1][C:2]1[CH:7]=[C:6]([CH3:8])[N:5]([SH:9])[CH2:4][N:3]=1.[OH-].[Na+].S(OC)(O[CH3:16])(=O)=O>O>[CH3:1][C:2]1[CH:7]=[C:6]([CH3:8])[N:5]([S:9][CH3:16])[CH2:4][N:3]=1 |f:1.2|. Reported procedure: 15 g (107 mmol) of 4,6-dimethyl-1-mercaptopyrimidine and 5.14 g of NaOH were dissolved in 175 ml of water. 12 ml (128 mmol) of dimethyl sulfate were added dropwise to this mixture at room temperature over the course of 10 minutes. After 1 hour, the aqueous phase was extracted 3 times with ether and dried over magnesium sulfate, and the solvent was distilled off. 15.9 g (97%) of crude product were isolated. 1H-NMR (270 MHz): 6.7 ppm (1H, s), 2.5 (3H, s), 2.3 (6H, s). Starting materials: [N+](=O)([O-])C1=CC=C(C=C1)N1CCNCC1 (1-(4-nitrophenyl)piperazine), C([O-])([O-])=O.[K+].[K+] (potassium carbonate), IC1CCCC1 (iodocyclopentane), C1COCCOCCOCCOCCOCCO1 (18-crown-6). Run in C(C)#N (acetonitrile). Yields the product C1(CCCC1)N1CCN(CC1)C1=CC=C(C=C1)[N+](=O)[O-] (1-cyclopentyl-4-(4-nitrophenyl)piperazine). Reaction SMILES: [N+:1]([C:4]1[CH:9]=[CH:8][C:7]([N:10]2[CH2:15][CH2:14][NH:13][CH2:12][CH2:11]2)=[CH:6][CH:5]=1)([O-:3])=[O:2].C(=O)([O-])[O-].[K+].[K+].I[CH:23]1[CH2:27][CH2:26][CH2:25][CH2:24]1.C1OCCOCCOCCOCCOCCOC1>C(#N)C>[CH:23]1([N:13]2[CH2:14][CH2:15][N:10]([C:7]3[CH:6]=[CH:5][C:4]([N+:1]([O-:3])=[O:2])=[CH:9][CH:8]=3)[CH2:11][CH2:12]2)[CH2:27][CH2:26][CH2:25][CH2:24]1 |f:1.2.3|. Procedure details: A mixture of 1-(4-nitrophenyl)piperazine (12 g, 57.9 mmol) (Acros Organics), powdered potassium carbonate (5.4 g, 39 mmol), iodocyclopentane (7 mL, 60.8 mmol) (Aldrich) and a catalytic amount of 18-crown-6 in acetonitrile (90 mL) was heated at reflux overnight. The mixture was filtered, and the filter cake was washed with acetonitrile. The solvent was evaporated from the combined filtrates and the residue was partitioned between water and ethyl acetate. The layers were separated and the aqueous ... The reactants are O (water), [H-].[Na+] (NaH), BrC=1C=C(C(=C(C1)O)OC)OC (5-bromo-2,3-dimethoxyphenol), C(C1=CC=CC=C1)Br (benzyl bromide). Solvent: CN(C)C=O (DMF). Run at time 8 hour. Product: C(C1=CC=CC=C1)OC=1C=C(C=C(C1OC)OC)Br (3-benzyloxy-4,5-dimethoxybromobenzene). RXN SMILES: [H-].[Na+].[Br:3][C:4]1[CH:5]=[C:6]([O:13][CH3:14])[C:7]([O:11][CH3:12])=[C:8]([OH:10])[CH:9]=1.[CH2:15](Br)[C:16]1[CH:21]=[CH:20][CH:19]=[CH:18][CH:17]=1.O>CN(C=O)C>[CH2:15]([O:10][C:8]1[CH:9]=[C:4]([Br:3])[CH:5]=[C:6]([O:13][CH3:14])[C:7]=1[O:11][CH3:12])[C:16]1[CH:21]=[CH:20][CH:19]=[CH:18][CH:17]=1 |f:0.1|. Procedure: NaH (60% in mineral oil, 300 mg) was added in 3 equal portions to a cooled 0° C. solution of 5-bromo-2,3-dimethoxyphenol (1.16 g) in DMF (10 mL) After 20 minutes, benzyl bromide (0.9 ml) was added, and the reaction mixture was allowed to warm to room temperature and stir overnight. The reaction mixture was then poured into 100 mL of water and extracted with ethyl acetate (4×50 mL). The combined organic layer was then washed with water (4×75 mL) followed by brine (75 mL) and then dried over sodiu... Starting materials: B, CC(=O)O, CO, COc1cc(C(=O)NC2CN(C3CCNCC3)C2)ccc1Nc1ncc2c(n1)N(C1CCCC1)CC(F)(F)C(=O)N2C, O=CC1CC1, c1ccncc1. Yields the product COc1cc(C(=O)NC2CN(C3CCN(CC4CC4)CC3)C2)ccc1Nc1ncc2c(n1)N(C1CCCC1)CC(F)(F)C(=O)N2C. RXN SMILES: [BH3:58].[C:43]([OH:44])(=[O:45])[CH3:46].[CH3:59][OH:60].[CH:1]1([N:6]2[c:7]3[c:8]([cH:17][n:18][c:19]([NH:21][c:22]4[c:23]([O:41][CH3:42])[cH:24][c:25]([C:26](=[O:27])[NH:28][CH:29]5[CH2:30][N:31]([CH:33]6[CH2:34][CH2:35][NH:36][CH2:37][CH2:38]6)[CH2:32]5)[cH:39][cH:40]4)[n:20]3)[N:9]([CH3:16])[C:10](=[O:15])[C:11]([F:13])([F:14])[CH2:12]2)[CH2:2][CH2:3][CH2:4][CH2:5]1.[CH:47]1([CH:50]=[O:51])[CH2:48][CH2:49]1.[n:52]1[cH:53][cH:54][cH:55][cH:56][cH:57]1>>[CH:1]1([N:6]2[c:7]3[c:8]([cH:17][n:18][c:19]([NH:21][c:22]4[c:23]([O:41][CH3:42])[cH:24][c:25]([C:26](=[O:27])[NH:28][CH:29]5[CH2:30][N:31]([CH:33]6[CH2:34][CH2:35][N:36]([CH2:50][CH:47]7[CH2:48][CH2:49]7)[CH2:37][CH2:38]6)[CH2:32]5)[cH:39][cH:40]4)[n:20]3)[N:9]([CH3:16])[C:10](=[O:15])[C:11]([F:13])([F:14])[CH2:12]2)[CH2:2][CH2:3][CH2:4][CH2:5]1. Product: CC1=NOC(=C1C=1C=C(C2=C(NC(=N2)OCC)C1)C(C(CC)CC)(O)C1=NC=CC=C1)C (1-(6-(3,5-dimethylisoxazol-4-yl)-2-ethoxy-1H-benzo[d]imidazol-4-yl)-2-ethyl-1-(pyridin-2-yl)butan-1-ol). Reaction conditions: temperature 0 celsius, time 10 minute. RXN SMILES: [CH3:1][C:2]1[C:6]([C:7]2[CH:8]=[C:9]([C:19]([C:21]3[CH:26]=[CH:25][CH:24]=[CH:23][N:22]=3)=[O:20])[C:10]3[N:14]=[C:13]([O:15][CH2:16][CH3:17])[NH:12][C:11]=3[CH:18]=2)=[C:5]([CH3:27])[O:4][N:3]=1.[CH3:28][CH2:29][CH:30]([Mg]Br)[CH2:31][CH3:32]>C1COCC1>[CH3:1][C:2]1[C:6]([C:7]2[CH:8]=[C:9]([C:19]([C:21]3[CH:26]=[CH:25][CH:24]=[CH:23][N:22]=3)([OH:20])[CH:30]([CH2:31][CH3:32])[CH2:29][CH3:28])[C:10]3[N:14]=[C:13]([O:15][CH2:16][CH3:17])[NH:12][C:11]=3[CH:18]=2)=[C:5]([CH3:27])[O:4][N:3]=1. Reactants: CC1=NOC(=C1C=1C=C(C2=C(NC(=N2)OCC)C1)C(=O)C1=NC=CC=C1)C ((6-(3,5-dimethylisoxazol-4-yl)-2-ethoxy-1H-benzo[d]imidazol-4-yl)(pyridin-2-yl)methanone), CCC(CC)[Mg]Br (Pentan-3-ylmagnesium bromide). Solvent: C1CCOC1 (THF). Procedure: (6-(3,5-dimethylisoxazol-4-yl)-2-ethoxy-1H-benzo[d]imidazol-4-yl)(pyridin-2-yl)methanone (50 mg, 0.14 mmol) was dissolved in dry THF (1.4 mL) and cooled to 0° C. Pentan-3-ylmagnesium bromide (2.0 M, 0.21 mL, 0.41 mmol) was added dropwise and the reaction was allowed to stir for 10 mins and then quenched with water. Reaction was extracted three times with EtOAc and combined organic layers were washed once with water, concentrated, and purified by reverse-phase HPLC to give 1-(6-(3,5-dimethylisoxa...